Dataset: the Open Reaction Database (ORD), a public repository of structured organic reaction records. Task: describe an organic reaction: reactants, conditions, products, and yield Reaction SMILES: [CH3:26][CH2:27][OH:28].[F:1][c:2]1[c:3]([O:4][c:5]2[c:6]([I:12])[c:7]([NH2:11])[n:8][cH:9][cH:10]2)[cH:13][c:14]([F:20])[c:15]([N+:17]([O-:18])=[O:19])[cH:16]1.[OH2:21].[OH2:22].[Sn:23]([Cl:24])[Cl:25]>>[F:1][c:2]1[c:3]([O:4][c:5]2[c:6]([I:12])[c:7]([NH2:11])[n:8][cH:9][cH:10]2)[cH:13][c:14]([F:20])[c:15]([NH2:17])[cH:16]1. The reactants are CCO, Nc1nccc(Oc2cc(F)c([N+](=O)[O-])cc2F)c1I, O, O, Cl[Sn]Cl. Yields the product Nc1cc(F)c(Oc2ccnc(N)c2I)cc1F. Starting materials: C(CCCCCCCCCCCCC)OCC1C(C)(C)O1 (1-tetradecyloxy-3-methyl-2-butene oxide), C(O)CN (ethanolamine). Run in C(C)O (ethanol), C(C)O (ethanol). Reaction conditions: temperature 80 celsius. Product: OCCNC(C(C)(O)C)COCCCCCCCCCCCCCC (3-(2-hydroxyethylamino)-4-tetradecyloxy-2-methyl-2-butanol). Yield: 57.8%. As a reaction SMILES: [CH2:1]([CH2:3][NH2:4])[OH:2].[CH2:5]([O:19][CH2:20][CH:21]1[O:25][C:22]1([CH3:24])[CH3:23])[CH2:6][CH2:7][CH2:8][CH2:9][CH2:10][CH2:11][CH2:12][CH2:13][CH2:14][CH2:15][CH2:16][CH2:17][CH3:18]>C(O)C>[OH:2][CH2:1][CH2:3][NH:4][CH:21]([CH2:20][O:19][CH2:5][CH2:6][CH2:7][CH2:8][CH2:9][CH2:10][CH2:11][CH2:12][CH2:13][CH2:14][CH2:15][CH2:16][CH2:17][CH3:18])[C:22]([CH3:24])([OH:25])[CH3:23]. Reported procedure: A 100-ml two-necked flask equipped with a stirrer and a dropping funnel was charged with 15.3 g (16.7 mmol) of ethanolamine and 5.0 g of ethanol. While heating and stirring the mixture at 80° C. in a nitrogen atmosphere, an ethanol solution of 5.00 g (16.7 mmol) of 1-tetradecyloxy-3-methyl-2-butene oxide was added dropwise over 3 hours. After heating and stirring the mixture further for 16 hours, the resultant reaction mixture was concentrated under reduced pressure, and the resultant residue wa... The reactants are O=C(O)CCCCCCCCCCCCCCCBr, CC(O)=S, CO, Cl, [Na], O. The product is O=C(O)CCCCCCCCCCCCCCCS. As a reaction SMILES: [Br:6][CH2:7][CH2:8][CH2:9][CH2:10][CH2:11][CH2:12][CH2:13][CH2:14][CH2:15][CH2:16][CH2:17][CH2:18][CH2:19][CH2:20][CH2:21][C:22](=[O:23])[OH:24].[C:2]([OH:3])(=[S:4])[CH3:5].[CH3:27][OH:28].[ClH:25].[Na:1].[OH2:26]>>[SH:4][CH2:7][CH2:8][CH2:9][CH2:10][CH2:11][CH2:12][CH2:13][CH2:14][CH2:15][CH2:16][CH2:17][CH2:18][CH2:19][CH2:20][CH2:21][C:22](=[O:23])[OH:24].